This data is from the Open Reaction Database (ORD), a public repository of structured organic reaction records. The task is: describe an organic reaction: reactants, conditions, products, and yield Reactants: ClCC(C)=O (chloroacetone), C([O-])([O-])=O.[K+].[K+] (potassium carbonate), [I-].[K+] (potassium iodide), FC1=CC=C(OC2=CC=C(C=C2)O)C=C1 (4-(4-fluorophenoxy)phenol). Solvent: C(C)C(=O)C (methyl ethyl ketone). Product: FC1=CC=C(OC2=CC=C(OCC(C)=O)C=C2)C=C1 (1-[4-(4-fluorophenoxy)phenoxy]-2-propanone). RXN SMILES: C(=O)([O-])[O-].[K+].[K+].[I-].[K+].[F:9][C:10]1[CH:23]=[CH:22][C:13]([O:14][C:15]2[CH:20]=[CH:19][C:18]([OH:21])=[CH:17][CH:16]=2)=[CH:12][CH:11]=1.Cl[CH2:25][C:26](=[O:28])[CH3:27]>C(C(C)=O)C>[F:9][C:10]1[CH:23]=[CH:22][C:13]([O:14][C:15]2[CH:20]=[CH:19][C:18]([O:21][CH2:25][C:26](=[O:28])[CH3:27])=[CH:17][CH:16]=2)=[CH:12][CH:11]=1 |f:0.1.2,3.4|. Procedure details: 83 g of pulverised potassium carbonate and 4 g of of finely powdered potassium iodide are added to a solution of 94.1 g of 4-(4-fluorophenoxy)phenol in 400 ml of methyl ethyl ketone, and the mixture is heated to reflux temperature. With stirring, 64 g of freshly distilled chloroacetone are added dropwise over 1 hour, and the reaction mixture is stirred for a further 2 hours at reflux temperature. After cooling, the reaction mixture is filtered and the solvent is removed by vacuum distillation. T...